Task: describe an organic reaction: reactants, conditions, products, and yield. Dataset: the Open Reaction Database (ORD), a public repository of structured organic reaction records Procedure: The title compound was prepared according to the procedure described in Example 4, Step 2, starting from 2-chloro-3-[2-(2-methoxyphenoxy)-1-methylethoxy]pyrazine* (150 mg, 0.51 mmol) and 2-methylpiperazine (260 mg, 2.6 mmol) with the exception that a final extraction step between EtOAc and 5% aqueous NaOH was carried out. This gave 118 mg (65%) of the title product. HRMS m/z calcd for C19H26N4O3 (M)+358.2005, found 358.2018. Anal. (C19H26N4O3) C, H, N. RXN SMILES: Cl[C:2]1[C:7]([O:8][CH:9]([CH3:20])[CH2:10][O:11][C:12]2[CH:17]=[CH:16][CH:15]=[CH:14][C:13]=2[O:18][CH3:19])=[N:6][CH:5]=[CH:4][N:3]=1.[CH3:21][CH:22]1[CH2:27][NH:26][CH2:25][CH2:24][NH:23]1>>[CH3:21][CH:22]1[NH:23][CH2:24][CH2:25][N:26]([C:2]2[C:7]([O:8][CH:9]([CH3:20])[CH2:10][O:11][C:12]3[CH:17]=[CH:16][CH:15]=[CH:14][C:13]=3[O:18][CH3:19])=[N:6][CH:5]=[CH:4][N:3]=2)[CH2:27]1. Reactants: ClC1=NC=CN=C1OC(COC1=C(C=CC=C1)OC)C (2-chloro-3-[2-(2-methoxyphenoxy)-1-methylethoxy]pyrazine), CC1NCCNC1 (2-methylpiperazine). Product: CC1CN(CCN1)C=1C(=NC=CN1)OC(COC1=C(C=CC=C1)OC)C (2-(2-Methoxyphenoxy)-1-methylethyl 3-(3-methyl-1-piperazinyl)-2-pyrazinyl ether).